This data is from the Open Reaction Database (ORD), a public repository of structured organic reaction records. The task is: describe an organic reaction: reactants, conditions, products, and yield Reactants: ClCC(=O)OC (Methyl chloroacetate), Cl.COCCOC=1C=C(N)C=CC1 (3-(2-Methoxyethoxy)aniline hydrochloride), C(O)([O-])=O.[Na+] (sodium hydrogencarbonate). The product is COCCOC=1C=C(C=CC1)NCC(=O)OC (N-[3-(2-Methoxyethoxy)phenyl]glycine, methyl ester). Isolated yield 98.3%. Reaction SMILES: Cl[CH2:2][C:3]([O:5][CH3:6])=[O:4].Cl.[CH3:8][O:9][CH2:10][CH2:11][O:12][C:13]1[CH:14]=[C:15]([CH:17]=[CH:18][CH:19]=1)[NH2:16].C(=O)([O-])O.[Na+]>>[CH3:8][O:9][CH2:10][CH2:11][O:12][C:13]1[CH:14]=[C:15]([NH:16][CH2:2][C:3]([O:5][CH3:6])=[O:4])[CH:17]=[CH:18][CH:19]=1 |f:1.2,3.4|. Procedure: Methyl chloroacetate (6.2 ml, 70.3 mmol), the free base of Intermediate 51 (7.84 g, 46.9 mmol) and sodium hydrogencarbonate (7.9 g 93.8 mmol) were heated at 100° C. for 24 h. The reaction was cooled, extracted with ethyl acetate, washed with water, 2N hydrochloric acid and brine, dried (K2CO3) and evaporated to give the title compound (Intermediate 52; 11.03 g, 98%) as a brown oil. The reactants are NC1=C(CN(C)C)C=C(C=C1)OC (2-amino-N,N-dimethyl-5-methoxy-benzylamine), BrBr (bromine). Run in C(Cl)Cl (methylenechloride). The product is NC1=C(CN(C)C)C=C(C=C1Br)OC (2-Amino-3-bromo-N,N-dimethyl-5-methoxy-benzylamine). As a reaction SMILES: [NH2:1][C:2]1[CH:11]=[CH:10][C:9]([O:12][CH3:13])=[CH:8][C:3]=1[CH2:4][N:5]([CH3:7])[CH3:6].[Br:14]Br>C(Cl)Cl>[NH2:1][C:2]1[C:11]([Br:14])=[CH:10][C:9]([O:12][CH3:13])=[CH:8][C:3]=1[CH2:4][N:5]([CH3:7])[CH3:6]. Procedure: 2-Amino-3-bromo-N,N-dimethyl-5-methoxy-benzylamine was prepared from 2-amino-N,N-dimethyl-5-methoxy-benzylamine and bromine analogous to Example 9. Proof of structure by IR-, UV- and NMR-spectra, IR-spectrum (methylenechloride): 3250 cm-1NH2 ; 3410 cm-1NH2 ; 2780 cm-1N(CH3)2 ; 2830 cm-1OCH3 ; 1590 cm-1C=C; 1600 cm-1C=C. Reactants: O=C(O)C1c2ccccc2Oc2ccccc21, Cc1cccc(N)c1C. Reagents/catalysts: C1CCC(CC1)N=C=NC2CCCCC2 (DCC), CN1CCOCC1 (NMM), Oc1cc(Cl)c(Cl)cc1Cl (2,4,5-Trichlorophenol). Run in CN(C)C=O (DMF), CN(C)C=O (DMF), CN(C)C=O (DMF), CN(C)C=O (DMF), CN(C)C=O (DMF), CN(C)C=O (DMF). Reaction conditions: temperature 25 celsius, time 2 hour. Product: Cc1cccc(NC(=O)C2c3ccccc3Oc3ccccc32)c1C. The yield is 0.5%. As a reaction SMILES: Cc1cccc(N)c1C.O=C(O)C1c2ccccc2Oc2ccccc21.C1CCC(CC1)N=C=NC2CCCCC2.C1=C(C(=CC(=C1Cl)Cl)Cl)[O-].[Na+].CN1CCOCC1.CN(C)C=O>>Cc1cccc(NC(=O)C2c3ccccc3Oc3ccccc32)c1C.